This data is from the Open Reaction Database (ORD), a public repository of structured organic reaction records. The task is: describe an organic reaction: reactants, conditions, products, and yield Reactants: ClCCCl, ClCCl, CNOC, On1nnc2ccccc21, O=C(O)c1ccc(-n2cccn2)nc1. Yields the product CON(C)C(=O)c1ccc(-n2cccn2)nc1. Reaction SMILES: [CH2:19]([Cl:20])[CH2:21][Cl:22].[CH2:33]([Cl:34])[Cl:35].[CH3:1][NH:2][O:3][CH3:4].[OH:23][n:24]1[c:25]2[c:26]([cH:27][cH:28][cH:29][cH:30]2)[n:31][n:32]1.[n:5]1(-[c:10]2[n:11][cH:12][c:13]([C:14](=[O:15])[OH:16])[cH:17][cH:18]2)[n:6][cH:7][cH:8][cH:9]1>>[CH3:1][N:2]([O:3][CH3:4])[C:14]([c:13]1[cH:12][n:11][c:10](-[n:5]2[n:6][cH:7][cH:8][cH:9]2)[cH:18][cH:17]1)=[O:16].